Dataset: the Open Reaction Database (ORD), a public repository of structured organic reaction records. Task: describe an organic reaction: reactants, conditions, products, and yield The reactants are ClC1=NC=NC2=CC(=C(C=C12)OCCOC)OCCOC (4-Chloro-6,7-bis(2-methoxyethoxy)quinazoline), C(C)C=1C=C(N)C=CC1 (3-ethylaniline). The solvent is CC(C)O (propan-2-ol). Reaction conditions: temperature 7.5 celsius, time 1 hour. The product is C(C)C=1C=C(C=CC1)NC1=NC=NC2=CC(=C(C=C12)OCCOC)OCCOC (N-(3-ethylphenyl)-6,7-bis(2-methoxyethoxy)-4-quinazolinamine). Yield: 89.9%. RXN SMILES: Cl[C:2]1[C:11]2[C:6](=[CH:7][C:8]([O:17][CH2:18][CH2:19][O:20][CH3:21])=[C:9]([O:12][CH2:13][CH2:14][O:15][CH3:16])[CH:10]=2)[N:5]=[CH:4][N:3]=1.[CH2:22]([C:24]1[CH:25]=[C:26]([CH:28]=[CH:29][CH:30]=1)[NH2:27])[CH3:23]>CC(O)C>[CH2:22]([C:24]1[CH:25]=[C:26]([NH:27][C:2]2[C:11]3[C:6](=[CH:7][C:8]([O:17][CH2:18][CH2:19][O:20][CH3:21])=[C:9]([O:12][CH2:13][CH2:14][O:15][CH3:16])[CH:10]=3)[N:5]=[CH:4][N:3]=2)[CH:28]=[CH:29][CH:30]=1)[CH3:23]. Procedure details: 4-Chloro-6,7-bis(2-methoxyethoxy)quinazoline (50 g, 160 mmol), 3-ethylaniline (21.34 g, 176 mmol) and propan-2-ol (500 mL) was heated at 78-82° C. for 16 hours. The mixture was cooled to cool to 5-10° C. and stirred for 1 hour. The solid was collected by filtration, and mixed with water (200 mL) and ethyl acetate (500 mL). The mixture was adjusted to pH 10-12 with 50% aqueous sodium hydroxide to give to clear layers. The organic layer was separated and washed with water (200 mL), brine (200 mL) ... The reactants are CC(=O)O, C1CCOC1, COCC(C)(C)c1ccc([N+](=O)[O-])cc1. Product: COCC(C)(C)c1ccc(N)cc1. RXN SMILES: [C:16]([OH:17])(=[O:18])[CH3:19].[CH2:20]1[O:21][CH2:22][CH2:23][CH2:24]1.[CH3:1][O:2][CH2:3][C:4]([CH3:5])([CH3:6])[c:7]1[cH:8][cH:9][c:10]([N+:13]([O-:14])=[O:15])[cH:11][cH:12]1>>[CH3:1][O:2][CH2:3][C:4]([CH3:5])([CH3:6])[c:7]1[cH:8][cH:9][c:10]([NH2:13])[cH:11][cH:12]1. Reactants: CS(=O)(=O)N1CCC(CC1)O (1-methanesulfonyl-piperidin-4-ol), [H-].[Na+] (NaH), C(=O)(O)[O-].[Na+] (NaHCO3), FC1=CC=C(C=C1)N(S(=O)(=O)C=1C(=NC=CC1)Cl)CC(C)C (Chloro-pyridine-3-sulfonic acid (4-fluoro-phenyl)-isobutyl-amide). The solvent is C1CCOC1 (THF), O (Water). Run at time 15 minute. The product is FC1=CC=C(C=C1)N(S(=O)(=O)C=1C=NC(=CC1)OC1CCN(CC1)S(=O)(=O)C)CC(C)C (6-(1-Methanesulfonyl-piperidin-4-yloxy)-pyridine-3-sulfonic acid (4-fluoro-phenyl)-isobutyl-amide). Yield: 64.3%. RXN SMILES: [CH3:1][S:2]([N:5]1[CH2:10][CH2:9][CH:8]([OH:11])[CH2:7][CH2:6]1)(=[O:4])=[O:3].[H-].[Na+].[F:14][C:15]1[CH:20]=[CH:19][C:18]([N:21]([CH2:32][CH:33]([CH3:35])[CH3:34])[S:22]([C:25]2[C:26](Cl)=[N:27][CH:28]=[CH:29][CH:30]=2)(=[O:24])=[O:23])=[CH:17][CH:16]=1.C([O-])(O)=O.[Na+]>C1COCC1.O>[F:14][C:15]1[CH:16]=[CH:17][C:18]([N:21]([CH2:32][CH:33]([CH3:35])[CH3:34])[S:22]([C:25]2[CH:26]=[N:27][C:28]([O:11][CH:8]3[CH2:7][CH2:6][N:5]([S:2]([CH3:1])(=[O:4])=[O:3])[CH2:10][CH2:9]3)=[CH:29][CH:30]=2)(=[O:24])=[O:23])=[CH:19][CH:20]=1 |f:1.2,4.5|. Procedure details: To a solution of 1-methanesulfonyl-piperidin-4-ol (86 mg, 482 μmol) in anhydrous THF (5 mL) at room temperature was added NaH (60% dispersion in mineral oil, 21 mg, 526 μmol) and the reaction was stirred at room temperature for 15 minutes. Chloro-pyridine-3-sulfonic acid (4-fluoro-phenyl)-isobutyl-amide (150 mg, 439 μmol) was added and the reaction stirred at room temperature for 45 minutes then heated at 80° C. for 2 hours. Water and saturated NaHCO3 were added and then extracted with EtOAc, wa... The reactants are CCO, ClCCl, O=[N+]([O-])c1c(O)cccc1O, O=[Pt]=O. Product: Nc1c(O)cccc1O. As a reaction SMILES: [CH3:12][CH2:13][OH:14].[Cl:15][CH2:16][Cl:17].[N+:1]([O-:2])(=[O:3])[c:4]1[c:5]([OH:6])[cH:7][cH:8][cH:9][c:10]1[OH:11].[Pt:18](=[O:19])=[O:20]>>[NH2:1][c:4]1[c:5]([OH:6])[cH:7][cH:8][cH:9][c:10]1[OH:11]. The reactants are [BH3-]C#N, CC(=O)O, CO, COC(=O)c1ccnc2c1c(C=O)cn2C(=O)OC(C)(C)C, CCC1(N)CCN(C(=O)OC(C)(C)C)CC1, [Na+]. The product is CCC1(NCc2cn(C(=O)OC(C)(C)C)c3nccc(C(=O)OC)c23)CCN(C(=O)OC(C)(C)C)CC1. Reaction SMILES: [C:43]([BH3-:44])#[N:45].[CH3:39][C:40](=[O:41])[OH:42].[CH3:47][OH:48].[CH:1](=[O:2])[c:3]1[cH:4][n:5]([C:16](=[O:17])[O:18][C:19]([CH3:20])([CH3:21])[CH3:22])[c:6]2[n:7][cH:8][cH:9][c:10]([C:12](=[O:13])[O:14][CH3:15])[c:11]12.[NH2:23][C:24]1([CH2:37][CH3:38])[CH2:25][CH2:26][N:27]([C:30](=[O:31])[O:32][C:33]([CH3:34])([CH3:35])[CH3:36])[CH2:28][CH2:29]1.[Na+:46]>>[CH2:1]([c:3]1[cH:4][n:5]([C:16](=[O:17])[O:18][C:19]([CH3:20])([CH3:21])[CH3:22])[c:6]2[n:7][cH:8][cH:9][c:10]([C:12](=[O:13])[O:14][CH3:15])[c:11]12)[NH:23][C:24]1([CH2:37][CH3:38])[CH2:25][CH2:26][N:27]([C:30](=[O:31])[O:32][C:33]([CH3:34])([CH3:35])[CH3:36])[CH2:28][CH2:29]1. Reactants: O=C1NCC(C1)SC=1C([C@H]2N(C1C(=O)[O-])C(C2[C@@H](C)O)=O)C.[Na+] (sodium 2-(2-oxo-4-pyrrolidinylthio)-6-[(1R)-1-hydroxyethyl]-1-methyl-1-carbapen-2-em-3-carboxylate), C1(CCCCC1)OC(=O)OC(C)I (1-(cyclohexyloxycarbonyloxy)ethyl iodide). Product: O=C1NCC(C1)SC=1[C@@H]([C@H]2N(C1C(=O)OC(C)OC(=O)OC1CCCCC1)C([C@@H]2[C@@H](C)O)=O)C (1-(Cyclohexyloxycarbonyloxy)ethyl (1R, 5S, 6S)-2-(2-oxo-4-pyrrolidinylthio)-6-[(1R)-1-hydroxyethyl]- 1-methyl-1-carbapen-2-em-3-carboxylate). As a reaction SMILES: [O:1]=[C:2]1[CH2:6][CH:5]([S:7][C:8]2[CH:9]([CH3:22])[C@@H:10]3[CH:17]([C@H:18]([OH:20])[CH3:19])[C:16](=[O:21])[N:11]3[C:12]=2[C:13]([O-:15])=[O:14])[CH2:4][NH:3]1.[Na+].[CH:24]1([O:30][C:31]([O:33][CH:34](I)[CH3:35])=[O:32])[CH2:29][CH2:28][CH2:27][CH2:26][CH2:25]1>>[O:1]=[C:2]1[CH2:6][CH:5]([S:7][C:8]2[C@H:9]([CH3:22])[C@@H:10]3[C@@H:17]([C@H:18]([OH:20])[CH3:19])[C:16](=[O:21])[N:11]3[C:12]=2[C:13]([O:15][CH:34]([O:33][C:31]([O:30][CH:24]2[CH2:29][CH2:28][CH2:27][CH2:26][CH2:25]2)=[O:32])[CH3:35])=[O:14])[CH2:4][NH:3]1 |f:0.1|. Reported procedure: Following a procedure similar to that described in Example 39, but using 54 mg of sodium 2-(2-oxo-4-pyrrolidinylthio)-6-[(1R)-1-hydroxyethyl]-1-methyl-1-carbapen-2-em-3-carboxylate obtained by a similar procedure to that described in Example 36 and 50 μl of 1-(cyclohexyloxycarbonyloxy)ethyl iodide, 62 mg of the title compound were obtained as a colorless powder. Starting materials: CC(C)(C)OC(=O)CC1CCN(CC(=O)NCc2ccc(NC(=O)NCc3ccccc3)cc2)C(=O)c2ccccc21, O=C(O)C(F)(F)F. The product is O=C(O)CC1CCN(CC(=O)NCc2ccc(NC(=O)NCc3ccccc3)cc2)C(=O)c2ccccc21. As a reaction SMILES: [CH2:1]([c:2]1[cH:3][cH:4][cH:5][cH:6][cH:7]1)[NH:8][C:9](=[O:10])[NH:11][c:12]1[cH:13][cH:14][c:15]([CH2:16][NH:17][C:18]([CH2:19][N:20]2[C:21](=[O:39])[c:22]3[c:23]([cH:35][cH:36][cH:37][cH:38]3)[CH:24]([CH2:27][C:28](=[O:29])[O:30][C:31]([CH3:32])([CH3:33])[CH3:34])[CH2:25][CH2:26]2)=[O:40])[cH:41][cH:42]1.[OH:43][C:44]([C:45]([F:46])([F:47])[F:48])=[O:49]>>[CH2:1]([c:2]1[cH:3][cH:4][cH:5][cH:6][cH:7]1)[NH:8][C:9](=[O:10])[NH:11][c:12]1[cH:13][cH:14][c:15]([CH2:16][NH:17][C:18]([CH2:19][N:20]2[C:21](=[O:39])[c:22]3[c:23]([cH:35][cH:36][cH:37][cH:38]3)[CH:24]([CH2:27][C:28](=[O:29])[OH:30])[CH2:25][CH2:26]2)=[O:40])[cH:41][cH:42]1.